Dataset: the Open Reaction Database (ORD), a public repository of structured organic reaction records. Task: describe an organic reaction: reactants, conditions, products, and yield Starting materials: ClC1=CC(=NC(=C1)C)C(=O)OCC (ethyl 4-chloro-6-methylpyridine-2-carboxylate), [BH4-].[Na+] (sodium borohydride). Solvent: CO (methanol). Yields the product ClC1=CC(=NC(=C1)C)CO (4-Chloro-2-hydroxymethyl-6-methylpyridine). Isolated yield 95.0%. RXN SMILES: [Cl:1][C:2]1[CH:7]=[C:6]([CH3:8])[N:5]=[C:4]([C:9](OCC)=[O:10])[CH:3]=1.[BH4-].[Na+]>CO>[Cl:1][C:2]1[CH:7]=[C:6]([CH3:8])[N:5]=[C:4]([CH2:9][OH:10])[CH:3]=1 |f:1.2|. Procedure details: A solution of ethyl 4-chloro-6-methylpyridine-2-carboxylate (0.80 g) in methanol (30 ml) was treated at room temperature portionwise with sodium borohydride (1.51 g) and the reaction mixture was heated under reflux for 2 hours. The reaction mixture was concentrated and the resultant residue was combined with water and ethyl acetate, and the organic phase was isolated, dried and concentrated to obtain the title compound (0.60 g) as a tan powder. The reactants are CSc1ccc(C2=CC(=O)C(C)(C)O2)cc1, O=C(OO)c1cccc(Cl)c1, ClCCl. Yields the product CS(=O)c1ccc(C2=CC(=O)C(C)(C)O2)cc1. As a reaction SMILES: [CH3:1][C:2]1([CH3:16])[O:3][C:4]([c:8]2[cH:9][cH:10][c:11]([S:14][CH3:15])[cH:12][cH:13]2)=[CH:5][C:6]1=[O:7].[Cl:17][c:18]1[cH:19][c:20]([C:25](=[O:22])[O:26][OH:27])[cH:21][cH:23][cH:24]1.[Cl:28][CH2:29][Cl:30]>>[CH3:1][C:2]1([CH3:16])[O:3][C:4]([c:8]2[cH:9][cH:10][c:11]([S:14]([CH3:15])=[O:22])[cH:12][cH:13]2)=[CH:5][C:6]1=[O:7]. Starting materials: COc1ccc(S(N)(=O)=O)cc1, CN(C)C=O, COc1ccc(-c2c(Cl)ncnc2Cl)cc1, [K]. Product: COc1ccc(-c2c(Cl)ncnc2NS(=O)(=O)c2ccc(OC)cc2)cc1. RXN SMILES: [CH3:18][O:19][c:20]1[cH:21][cH:22][c:23]([S:26](=[O:27])(=[O:28])[NH2:29])[cH:24][cH:25]1.[CH3:30][N:31]([CH3:32])[CH:33]=[O:34].[Cl:1][c:2]1[n:3][cH:4][n:5][c:6]([Cl:16])[c:7]1-[c:8]1[cH:9][cH:10][c:11]([O:14][CH3:15])[cH:12][cH:13]1.[K:17]>>[c:2]1([NH:29][S:26]([c:23]2[cH:22][cH:21][c:20]([O:19][CH3:18])[cH:25][cH:24]2)(=[O:27])=[O:28])[n:3][cH:4][n:5][c:6]([Cl:16])[c:7]1-[c:8]1[cH:9][cH:10][c:11]([O:14][CH3:15])[cH:12][cH:13]1.